Dataset: the Open Reaction Database (ORD), a public repository of structured organic reaction records. Task: describe an organic reaction: reactants, conditions, products, and yield Starting materials: P(Cl)(Cl)(Cl)(Cl)Cl (Phosphorus pentachloride), [N+](=O)([O-])C(CCC(=O)NNC(C(C(C(F)(F)F)(F)F)(F)F)=O)([N+](=O)[O-])[N+](=O)[O-] (N-(4,4,4-trinitrobutyryl)-N'-(perfluorobutyryl)hydrazine). Solvent: ClC(C)Cl (dichloroethane). Yields the product [N+](=O)([O-])C(CCC=1OC(=NN1)C(C(C(F)(F)F)(F)F)(F)F)([N+](=O)[O-])[N+](=O)[O-] (2-(3,3,3-trinitropropyl)-5-(perfluoropropyl)-1,3,4-oxadiazole). The yield is 66.9%. RXN SMILES: P(Cl)(Cl)(Cl)(Cl)Cl.[N+:7]([C:10]([N+:32]([O-:34])=[O:33])([N+:29]([O-:31])=[O:30])[CH2:11][CH2:12][C:13]([NH:15][NH:16][C:17](=[O:28])[C:18]([F:27])([F:26])[C:19]([F:25])([F:24])[C:20]([F:23])([F:22])[F:21])=O)([O-:9])=[O:8]>ClC(Cl)C>[N+:32]([C:10]([N+:7]([O-:9])=[O:8])([N+:29]([O-:31])=[O:30])[CH2:11][CH2:12][C:13]1[O:28][C:17]([C:18]([F:27])([F:26])[C:19]([F:25])([F:24])[C:20]([F:23])([F:22])[F:21])=[N:16][N:15]=1)([O-:34])=[O:33]. Procedure details: Phosphorus pentachloride (1.2 g, 0.0057 mole) and N-(4,4,4-trinitrobutyryl)-N'-(perfluorobutyryl)hydrazine (0.8 g, 0.0018 mole) in 10mL of dichloroethane was held at reflux temperature for 4 hours. Removal of volatiles 9ave an oil which was washed with water and then chromatographed on Silica gel 40 (CH2Cl2 as eluent) to give 0.5 g (66%) of 2-(3,3,3-trinitropropyl)-5-(perfluoropropyl)-1,3,4-oxadiazole, mp 43°-45° C.; 1H NMR (acetone): 3.84 (m, 2H), 4.23 (m, 2H). Anal. Calcd for C8H4F7N5O7 : C, 2... The reactants are ClC1=CC\2=C(NC(C(\N=C2\C2=CC=C(C=C2)OC)CC2=C(C=CC=C2)C)=O)C=C1 ((Z)-7-chloro-5-(4-methoxyphenyl)-3-(2-methylbenzyl)-1H-benzo[e][1,4]diazepin-2(3H)-one), CCS (EtSH), ice. Run in C(Br)Br (CH2Br2). Conditions: time 8 hour. Yields the product ClC1=CC\2=C(NC(C(\N=C2\C2=CC=C(C=C2)O)CC2=C(C=CC=C2)C)=O)C=C1 ((Z)-7-chloro-5-(4-hydroxyphenyl)-3-(2-methylbenzyl)-1H-benzo[e][1,4]diazepin-2(3H)-one). Isolated yield 80.0%. As a reaction SMILES: [Cl:1][C:2]1[CH:29]=[CH:28][C:5]2[NH:6][C:7](=[O:27])[CH:8]([CH2:19][C:20]3[CH:25]=[CH:24][CH:23]=[CH:22][C:21]=3[CH3:26])[N:9]=[C:10]([C:11]3[CH:16]=[CH:15][C:14]([O:17]C)=[CH:13][CH:12]=3)[C:4]=2[CH:3]=1.CCS>C(Br)Br>[Cl:1][C:2]1[CH:29]=[CH:28][C:5]2[NH:6][C:7](=[O:27])[CH:8]([CH2:19][C:20]3[CH:25]=[CH:24][CH:23]=[CH:22][C:21]=3[CH3:26])[N:9]=[C:10]([C:11]3[CH:16]=[CH:15][C:14]([OH:17])=[CH:13][CH:12]=3)[C:4]=2[CH:3]=1. Reported procedure: To a solution of (Z)-7-chloro-5-(4-methoxyphenyl)-3-(2-methylbenzyl)-1H-benzo[e][1,4]diazepin-2(3H)-one precursor (0.6 g, 1.4 mmol) in CH2Br2 (20 mL) was added EtSH (7 mL) and then A1Br3 (1.7 g, 6.3 mmol, 4.5 eq). The resulting mixture was stirred overnight and then treated with ice (20 g) and after one hour filtered. The resulting solid was triturated with 50% DCM/heptane and then vacuum dried to give 445 mg (yield of 80%) of (Z)-7-chloro-5-(4-hydroxyphenyl)-3-(2-methylbenzyl)-1H-benzo[e][1,4]d...